Task: describe an organic reaction: reactants, conditions, products, and yield. Dataset: the Open Reaction Database (ORD), a public repository of structured organic reaction records Starting materials: C(C)(OC)(OC)OC (trimethyl orthoacetate), CC(=CCO)C (3-methylbut-2-enol), P(O)(O)(O)=O (orthophosphoric acid). Run in CO (methanol). Yields the product CC(CC(=O)OC)(C=C)C (methyl 3,3-dimethylpent-4-enoate). The yield is 40.5%. Reaction SMILES: [C:1](OC)([O:5][CH3:6])([O:3]C)[CH3:2].[CH3:9][C:10]([CH3:14])=[CH:11][CH2:12]O.P(=O)(O)(O)O>CO>[CH3:9][C:10]([CH3:14])([CH:11]=[CH2:12])[CH2:2][C:1]([O:5][CH3:6])=[O:3]. Procedure: A mixture of trimethyl orthoacetate (120 g; 1 mole), 3-methylbut-2-enol (21.5 g; 0.25 mole) and orthophosphoric acid (1.5 g; 0.015 mole) was placed in a flask equipped with a stirrer and a 10 cm fractionating column packed with Fenske rings. The mixture was heated, with stirring, to a temperature of 95° to 110° C. and maintained at this temperature for a period of 2 hours while the methanol formed was collected by distillation. The excess trimethyl orthoacetate was distilled from the reaction mi...